From a dataset of the Open Reaction Database (ORD), a public repository of structured organic reaction records. describe an organic reaction: reactants, conditions, products, and yield The reactants are S1N=CC=C1 (isothiazole), C(CCC)[Li] (n-butyllithium), C(CCC)[Sn](Cl)(CCCC)CCCC (tributylchlorostannane), C([O-])(O)=O.[Na+] (sodium bicarbonate). Run in C1CCOC1 (THF), C1CCOC1 (THF). Conditions: temperature -78 celsius, time 60 minute. Yields the product C(CCC)[Sn](C1=CC=NS1)(CCCC)CCCC (5-(Tributylstannyl)isothiazole). The yield is 31.7%. Reaction SMILES: [S:1]1[CH:5]=[CH:4][CH:3]=[N:2]1.C([Li])CCC.[CH2:11]([Sn:15]([CH2:21][CH2:22][CH2:23][CH3:24])([CH2:17][CH2:18][CH2:19][CH3:20])Cl)[CH2:12][CH2:13][CH3:14].C(=O)(O)[O-].[Na+]>C1COCC1>[CH2:21]([Sn:15]([CH2:11][CH2:12][CH2:13][CH3:14])([CH2:17][CH2:18][CH2:19][CH3:20])[C:5]1[S:1][N:2]=[CH:3][CH:4]=1)[CH2:22][CH2:23][CH3:24] |f:3.4|. Procedure details: To a cold (−78° C.) solution of isothiazole (100 mg, 1.175 mmol) in anhydrous THF (2.0 mL) was added n-butyllithium (0.808 mL, 1.292 mmol) dropwise. The reaction mixture was stirred for 60 minutes at −78° C. A solution of tributylchlorostannane (0.380 mL, 1.410 mmol) in anhydrous THF (0.5 mL) was added, and the reaction mixture was stirred for 30 minutes at −78° C. The solution was allowed to warm to room temperature over a 1 hour period. Saturated aqueous sodium bicarbonate was added and the aq... Reactants: [Zn] (zinc), SC1=C(C=C(C(=O)NC2=CC=CC=C2)C=C1)[N+](=O)[O-] (4-mercapto-3-nitro-N-phenyl-benzamide), Cl (hydrochloric acid), Cl (hydrochloric acid). Solvent: C(C)O (ethanol). Reaction conditions: temperature 65 celsius. Yields the product [Zn].SC1=C(C=C(C(=O)NC2=CC=CC=C2)C=C1)[N+](=O)[O-] (4-mercapto-3-nitro-N-phenyl-benzamide zinc salt). Yield: 58.9%. As a reaction SMILES: [Zn:1].[SH:2][C:3]1[CH:17]=[CH:16][C:6]([C:7]([NH:9][C:10]2[CH:15]=[CH:14][CH:13]=[CH:12][CH:11]=2)=[O:8])=[CH:5][C:4]=1[N+:18]([O-:20])=[O:19].Cl>C(O)C>[Zn:1].[SH:2][C:3]1[CH:17]=[CH:16][C:6]([C:7]([NH:9][C:10]2[CH:15]=[CH:14][CH:13]=[CH:12][CH:11]=2)=[O:8])=[CH:5][C:4]=1[N+:18]([O-:20])=[O:19] |f:4.5|. Reported procedure: A 6-liter reactor is charged with 900 ml of ethanol, 302 g of zinc powder and 363 g of 4-mercapto-3-nitro-N-phenyl-benzamide. The mixture is heated to 65° C. and then 992 g of 34% concentrated hydrochloric acid are added within two hours while maintaining the reaction temperature below 70° C. The mixture is stirred at reflux for 2.5 hours and 50 g more of concentrated hydrochloric acid are added. A white suspension is formed. The reaction mixture is cooled to 70° C., filtered hot, and washed wit... Starting materials: OO, N#Cc1ncn(C2OC(CO)C(O)C2O)c1C#Cc1ccccc1. Product: NC(=O)c1ncn(C2OC(CO)C(O)C2O)c1C#Cc1ccccc1. As a reaction SMILES: [OH:25][OH:26].[c:1]1([C:7]#[C:8][c:9]2[c:10]([C:23]#[N:24])[n:11][cH:12][n:13]2[CH:14]2[CH:15]([OH:16])[CH:17]([OH:18])[CH:19]([CH2:21][OH:22])[O:20]2)[cH:2][cH:3][cH:4][cH:5][cH:6]1>>[c:1]1([C:7]#[C:8][c:9]2[c:10]([C:23]([NH2:24])=[O:25])[n:11][cH:12][n:13]2[CH:14]2[CH:15]([OH:16])[CH:17]([OH:18])[CH:19]([CH2:21][OH:22])[O:20]2)[cH:2][cH:3][cH:4][cH:5][cH:6]1. Reaction SMILES: [NH:1]([C:13]([O:15][C:16]([CH3:19])([CH3:18])[CH3:17])=[O:14])[C@H:2]([C:10](O)=[O:11])[CH2:3][C:4]1[CH:9]=[CH:8][CH:7]=[CH:6][CH:5]=1.Cl.CNOC.C(S(C=C)(=O)=O)=C.[NH:32]([C:47]([O:49][C:50]([CH3:53])([CH3:52])[CH3:51])=[O:48])[C@H:33]([C:41]([N:43]([CH3:46])[O:44][CH3:45])=[O:42])[CH2:34][C:35]1[CH:40]=[CH:39][CH:38]=[CH:37][CH:36]=1.[H-].[Al+3].[Li+].[H-].[H-].[H-]>>[NH:32]([C:47]([O:49][C:50]([CH3:53])([CH3:52])[CH3:51])=[O:48])[C@H:33]([C:41]([N:43]([CH3:46])[O:44][CH3:45])=[O:42])[CH2:34][C:35]1[CH:40]=[CH:39][CH:38]=[CH:37][CH:36]=1.[C:16]([O:15][C:13]([NH:1][CH:2]([CH2:3][C:4]1[CH:5]=[CH:6][CH:7]=[CH:8][CH:9]=1)[CH:10]=[O:11])=[O:14])([CH3:19])([CH3:17])[CH3:18] |f:1.2,5.6.7.8.9.10|. Starting materials: anhydride, N([C@@H](CC1=CC=CC=C1)C(=O)O)C(=O)OC(C)(C)C (Boc-Phe-OH), Cl.CNOC (N,O-dimethylhydroxylamine hydrochloride), C(=C)S(=O)(=O)C=C (Vinyl Sulfone), [H-].[Al+3].[Li+].[H-].[H-].[H-] (lithium aluminum hydride), N([C@@H](CC1=CC=CC=C1)C(=O)N(OC)C)C(=O)OC(C)(C)C (Boc-Phe-N(OCH3)CH3). Procedure details: Boc-Phe-N(OCH3)CH3 was prepared from Boc-Phe-OH and N,O-dimethylhydroxylamine hydrochloride using standard mixed anhydride coupling procedure, yield 93%. 1H-NMR (CDCl3) δ 1.4 (s, 9H, Boc), 2.8-2.9 (m, 1H, CH2-Phe), 3.0-3.1 (m, 1H, CH2-Phe), 3.2 (s, 3H, N—CH3), 3.6 (s, 3H, O—CH3), 4.9 (m, 1H, α-H), 5.2 (b, 1H, NH), 7.1-7.3 (m, 5H, Ph). MS (FAB+) m/z 309 (M+1, 30%), 253 (M−tBu+1, 100%). Reduction of Boc-Phe-N(OCH3)CH3 with lithium aluminum hydride according to a previous method described in J. A. ... Yield: 93.0%. The product is N([C@@H](CC1=CC=CC=C1)C(=O)N(OC)C)C(=O)OC(C)(C)C (Boc-Phe-N(OCH3)CH3), C(C)(C)(C)OC(=O)NC(C=O)CC1=CC=CC=C1 (2-(tert-Butoxycarbonylamino)-3-phenylpropionaldehyde). Starting materials: ClC=1C(=CC(N(C1)C(C(=O)O)CCOC(F)(F)F)=O)C1=C(C=CC(=C1)Cl)C#N (2-[5-chloro-4-(5-chloro-2-cyanophenyl)-2-oxopyridin-1(2H)-yl]-4-(trifluoromethoxy)butanoic acid), NC1=CC=C(C(=O)OC(C)(C)C)C=C1 (tert-butyl 4-aminobenzoate). Product: ClC=1C(=CC(N(C1)C(C(=O)NC1=CC=C(C(=O)OC(C)(C)C)C=C1)CCOC(F)(F)F)=O)C1=C(C=CC(=C1)Cl)C#N (tert-Butyl 4-({2-[5-chloro-4-(5-chloro-2-cyanophenyl)-2-oxopyridin-1(2H)-yl]-4-(trifluoromethoxy)butanoyl}amino)benzoate). As a reaction SMILES: [Cl:1][C:2]1[C:3]([C:20]2[CH:25]=[C:24]([Cl:26])[CH:23]=[CH:22][C:21]=2[C:27]#[N:28])=[CH:4][C:5](=[O:19])[N:6]([CH:8]([CH2:12][CH2:13][O:14][C:15]([F:18])([F:17])[F:16])[C:9](O)=[O:10])[CH:7]=1.[NH2:29][C:30]1[CH:42]=[CH:41][C:33]([C:34]([O:36][C:37]([CH3:40])([CH3:39])[CH3:38])=[O:35])=[CH:32][CH:31]=1>>[Cl:1][C:2]1[C:3]([C:20]2[CH:25]=[C:24]([Cl:26])[CH:23]=[CH:22][C:21]=2[C:27]#[N:28])=[CH:4][C:5](=[O:19])[N:6]([CH:8]([CH2:12][CH2:13][O:14][C:15]([F:16])([F:17])[F:18])[C:9]([NH:29][C:30]2[CH:42]=[CH:41][C:33]([C:34]([O:36][C:37]([CH3:38])([CH3:39])[CH3:40])=[O:35])=[CH:32][CH:31]=2)=[O:10])[CH:7]=1. Procedure details: 237 mg (purity 84%, 0.46 mmol) of 2-[5-chloro-4-(5-chloro-2-cyanophenyl)-2-oxopyridin-1(2H)-yl]-4-(trifluoromethoxy)butanoic acid (racemate) and 97 mg (0.50 mmol, 1.1 eq.) of tert-butyl 4-aminobenzoate were reacted according to General Method 5A. Yield: 142 mg (purity 81%, 41% of theory)